This data is from the Open Reaction Database (ORD), a public repository of structured organic reaction records. The task is: describe an organic reaction: reactants, conditions, products, and yield Yields the product Cc1ccc2[nH]c(=O)n(CCCN3CCC(C(=O)c4ccc(F)cc4)CC3)c2c1. RXN SMILES: [CH3:34][CH2:35][OH:36].[ClH:33].[F:1][c:2]1[cH:3][cH:4][c:5]([C:6](=[O:7])[CH:8]2[CH2:9][CH2:10][N:11]([CH2:14][CH2:15][CH2:16][n:17]3[c:18](=[O:30])[n:19]([C:27]([CH3:28])=[CH2:29])[c:20]4[c:21]3[cH:22][c:23]([CH3:26])[cH:24][cH:25]4)[CH2:12][CH2:13]2)[cH:31][cH:32]1.[OH2:37]>>[F:1][c:2]1[cH:3][cH:4][c:5]([C:6](=[O:7])[CH:8]2[CH2:9][CH2:10][N:11]([CH2:14][CH2:15][CH2:16][n:17]3[c:18](=[O:30])[nH:19][c:20]4[c:21]3[cH:22][c:23]([CH3:26])[cH:24][cH:25]4)[CH2:12][CH2:13]2)[cH:31][cH:32]1. The reactants are CCO, Cl, C=C(C)n1c(=O)n(CCCN2CCC(C(=O)c3ccc(F)cc3)CC2)c2cc(C)ccc21, O.